Task: describe an organic reaction: reactants, conditions, products, and yield. Dataset: the Open Reaction Database (ORD), a public repository of structured organic reaction records Reactants: C1([N+](=O)[O-])=CC([N+](=O)[O-])=CC([N+](=O)[O-])=C1[O-].[NH4+] (Ammonium picrate), O (Water), P(=O)(O)([O-])[O-].[NH4+].[NH4+] (diammonium hydrogen phosphate), Teflon. The solvent is S1(=O)(=O)CCCC1 (sulfolane). Conditions: time 5 hour. Yields the product C1=C(C=C(C(=C1[N+](=O)[O-])N)[N+](=O)[O-])[N+](=O)[O-] (picramide). The yield is 76.0%. As a reaction SMILES: [C:1]1([C:15]([O-])=[C:11]([N+:12]([O-:14])=[O:13])[CH:10]=[C:6]([N+:7]([O-:9])=[O:8])[CH:5]=1)[N+:2]([O-:4])=[O:3].[NH4+:17].P([O-])([O-])(O)=O.[NH4+].[NH4+].O>S1(CCCC1)(=O)=O>[CH:5]1[C:1]([N+:2]([O-:4])=[O:3])=[C:15]([NH2:17])[C:11]([N+:12]([O-:14])=[O:13])=[CH:10][C:6]=1[N+:7]([O-:9])=[O:8] |f:0.1,2.3.4|. Procedure: Ammonium picrate (0.18 g, 0.75 mmol) and diammonium hydrogen phosphate (0.99 g, 7.5 mmol) are suspended in dry sulfolane (3 ml) and stirred in a Teflon® capped glass pressure tube (8 ml) for 2 hr with the application of heat, which raises the temperature of the reaction from 25° C. to 177° C. The reaction is continued an additional 5 hr at 177° C. and cooled to ambient temperature. Water (30 ml) is added to the slurry and the product is collected and washed with water. Vacuum drying yields 0.13 ... Starting materials: [Br-].[Li+] (lithium bromide), C([O-])([O-])=O.[Li+].[Li+] (lithium carbonate), Pyridinium bromide perbromide, FC=1C=C2C=3C(CCCC3N(C2=CC1)CC1=CC=C(C=C1)F)=O (6-fluoro-9-(4-fluorobenzyl)-1,2,3,9-tetrahydro-4H-carbazol-4-one). Run in CN(C)C=O (DMF), C1CCOC1 (THF), C1CCOC1 (THF), CN(C)C=O (DMF). Reaction conditions: temperature 75 celsius, time 6.5 hour. Yields the product FC=1C=C2C=3C(=CC=CC3N(C2=CC1)CC1=CC=C(C=C1)F)O (6-Fluoro-9-(4-fluorobenzyl)-9H-carbazol-4-ol). Yield: 51.5%. As a reaction SMILES: C1C=C[NH+]=CC=1.Br[Br-]Br.[F:10][C:11]1[CH:12]=[C:13]2[C:21](=[CH:22][CH:23]=1)[N:20]([CH2:24][C:25]1[CH:30]=[CH:29][C:28]([F:31])=[CH:27][CH:26]=1)[C:19]1[CH2:18][CH2:17][CH2:16][C:15](=[O:32])[C:14]2=1.[Br-].[Li+].C(=O)([O-])[O-].[Li+].[Li+]>C1COCC1.CN(C=O)C>[F:10][C:11]1[CH:12]=[C:13]2[C:21](=[CH:22][CH:23]=1)[N:20]([CH2:24][C:25]1[CH:30]=[CH:29][C:28]([F:31])=[CH:27][CH:26]=1)[C:19]1[CH:18]=[CH:17][CH:16]=[C:15]([OH:32])[C:14]2=1 |f:0.1,3.4,5.6.7|. Procedure: Pyridinium bromide perbromide (0.7068 g, 0.0022 mol) is added to a mixture of 6-fluoro-9-(4-fluorobenzyl)-1,2,3,9-tetrahydro-4H-carbazol-4-one (0.5245 g, 0.0017 mol) in THF (4 mL) and DMF (4 mL) and the mixture is heated to 75° C. After stirring for 6.5 h, the mixture is stored in the freezer overnight. Heating is resumed for an additional 2.5 h, at which time THF is removed under reduced pressure and the residue is partitioned between dichloromethane and brine. The combined organic layers are w... Starting materials: [SiH3][SiH2][SiH2][SiH2][SiH2][SiH2][SiH2][SiH2][SiH2][SiH2][SiH2][SiH2][SiH2][SiH2][SiH2][SiH3] (hexadecasilane), FC(S(=O)(=O)O)(F)F (trifluoromethanesulfonic acid). The solvent is ClCCl (dichloromethane). The product is FC(S(=O)(=O)O[SiH2][SiH2][SiH2][SiH2][SiH2][SiH2][SiH2][SiH2][SiH2][SiH2][SiH2][SiH2][SiH2][SiH2][SiH2][SiH2]OS(=O)(=O)C(F)(F)F)(F)F (1,16-bis(trifluoromethanesulfonyloxy)hexadecasilane). As a reaction SMILES: [SiH3:1][SiH2:2][SiH2:3][SiH2:4][SiH2:5][SiH2:6][SiH2:7][SiH2:8][SiH2:9][SiH2:10][SiH2:11][SiH2:12][SiH2:13][SiH2:14][SiH2:15][SiH3:16].[F:17][C:18]([F:24])([F:23])[S:19]([OH:22])(=[O:21])=[O:20]>ClCCl>[F:17][C:18]([F:24])([F:23])[S:19]([O:22][SiH2:16][SiH2:15][SiH2:14][SiH2:13][SiH2:12][SiH2:11][SiH2:10][SiH2:9][SiH2:8][SiH2:7][SiH2:6][SiH2:5][SiH2:4][SiH2:3][SiH2:2][SiH2:1][O:22][S:19]([C:18]([F:24])([F:23])[F:17])(=[O:21])=[O:20])(=[O:21])=[O:20]. Procedure: In an argon atmosphere, to a tetrahydrofuran solution (1 ml) of 68 mg (0.20 mmol) of octaethylcyclotetrasilane was added 0.72 ml (0.20 mmol) of a tetrahydrofuran solution (0.26M) of phenyldimethylsilyllithium, and stirred at 0° C. for 15 minutes. Then, tetrahydrofuran was distilled out under vacuum, and hexane (1 ml) was added to give a hexane solution (Solution 1). A dichloromethane solution (1 ml) of 71 mg (0.05 mmol) of hexadecasilane (6) obtained in Example 6 was treated with 15 mg (0.10 mmo... The reactants are C(C)OC(=O)C=1NC2=CC=C(C=C2C1)Br (5-bromo-1H-indole-2-carboxylic acid ethyl ester), C1(CCCC1)OC1=CC=C(C=C1)B(O)O (4-Cyclopentoxyphenylboronic acid). The product is C(C)OC(=O)C=1N(C2=CC=C(C=C2C1)Br)C1=CC=C(C=C1)OC1CCCC1 (5-Bromo-1-(4-cyclopentoxyphenyl)-1H-indole-2-carboxylic acid ethyl ester). As a reaction SMILES: [CH2:1]([O:3][C:4]([C:6]1[NH:7][C:8]2[C:13]([CH:14]=1)=[CH:12][C:11]([Br:15])=[CH:10][CH:9]=2)=[O:5])[CH3:2].[CH:16]1([O:21][C:22]2[CH:27]=[CH:26][C:25](B(O)O)=[CH:24][CH:23]=2)[CH2:20][CH2:19][CH2:18][CH2:17]1>>[CH2:1]([O:3][C:4]([C:6]1[N:7]([C:25]2[CH:26]=[CH:27][C:22]([O:21][CH:16]3[CH2:20][CH2:19][CH2:18][CH2:17]3)=[CH:23][CH:24]=2)[C:8]2[C:13]([CH:14]=1)=[CH:12][C:11]([Br:15])=[CH:10][CH:9]=2)=[O:5])[CH3:2]. Reported procedure: The sub-title compound was prepared in accordance with Example 8(c), using 5-bromo-1H-indole-2-carboxylic acid ethyl ester and 4-cyclopentoxy-phenylboronic acid (see step (b) above). The reactants are C1CCOC1, CN, O=C(OCc1ccccc1)N1CCC(S(=O)(=O)Cl)CC1. Yields the product CNS(=O)(=O)C1CCN(C(=O)OCc2ccccc2)CC1. RXN SMILES: [CH2:23]1[O:24][CH2:25][CH2:26][CH2:27]1.[CH3:21][NH2:22].[Cl:1][S:2](=[O:3])(=[O:4])[CH:5]1[CH2:6][CH2:7][N:8]([C:11](=[O:12])[O:13][CH2:14][c:15]2[cH:16][cH:17][cH:18][cH:19][cH:20]2)[CH2:9][CH2:10]1>>[S:2](=[O:3])(=[O:4])([CH:5]1[CH2:6][CH2:7][N:8]([C:11](=[O:12])[O:13][CH2:14][c:15]2[cH:16][cH:17][cH:18][cH:19][cH:20]2)[CH2:9][CH2:10]1)[NH:22][CH3:21]. Reactants: CS(=O)(=O)c1ccc(CC(NC(=O)OCc2ccccc2)C(O)C(=O)C2(C(=O)O)CCCC2N)cc1, N=C(NCCCC(N)C(=O)OCc1ccccc1)NC(=O)OCc1ccccc1. Yields the product CS(=O)(=O)c1ccc(CC(NC(=O)OCc2ccccc2)C(O)C(=O)C2(C(=O)NC(CCCNC(=N)NC(=O)OCc3ccccc3)C(=O)OCc3ccccc3)CCCC2N)cc1. As a reaction SMILES: [CH2:1]([c:2]1[cH:3][cH:4][cH:5][cH:6][cH:7]1)[O:8][C:9](=[O:10])[NH:11][CH:12]([CH:13]([C:14](=[O:15])[C:16]1([C:22](=[O:23])[OH:24])[CH:17]([NH2:21])[CH2:18][CH2:19][CH2:20]1)[OH:25])[CH2:26][c:27]1[cH:28][cH:29][c:30]([S:33](=[O:34])(=[O:35])[CH3:36])[cH:31][cH:32]1.[CH2:37]([c:38]1[cH:39][cH:40][cH:41][cH:42][cH:43]1)[O:44][C:45]([CH:46]([NH2:47])[CH2:48][CH2:49][CH2:50][NH:51][C:52]([NH:53][C:54](=[O:55])[O:56][CH2:57][c:58]1[cH:59][cH:60][cH:61][cH:62][cH:63]1)=[NH:64])=[O:65]>>[CH2:1]([c:2]1[cH:3][cH:4][cH:5][cH:6][cH:7]1)[O:8][C:9](=[O:10])[NH:11][CH:12]([CH:13]([C:14](=[O:15])[C:16]1([C:22](=[O:23])[NH:47][CH:46]([C:45]([O:44][CH2:37][c:38]2[cH:39][cH:40][cH:41][cH:42][cH:43]2)=[O:65])[CH2:48][CH2:49][CH2:50][NH:51][C:52]([NH:53][C:54](=[O:55])[O:56][CH2:57][c:58]2[cH:59][cH:60][cH:61][cH:62][cH:63]2)=[NH:64])[CH:17]([NH2:21])[CH2:18][CH2:19][CH2:20]1)[OH:25])[CH2:26][c:27]1[cH:28][cH:29][c:30]([S:33](=[O:34])(=[O:35])[CH3:36])[cH:31][cH:32]1. Starting materials: [BH4-], COC(=O)C(CCSC)NC(=O)c1ccc(C=O)cc1-c1ccccc1, CCO, [Na+]. Product: COC(=O)C(CCSC)NC(=O)c1ccc(CO)cc1-c1ccccc1. RXN SMILES: [BH4-:27].[CH3:1][O:2][C:3]([CH:4]([NH:5][C:6]([c:7]1[c:8](-[c:15]2[cH:16][cH:17][cH:18][cH:19][cH:20]2)[cH:9][c:10]([CH:13]=[O:14])[cH:11][cH:12]1)=[O:21])[CH2:22][CH2:23][S:24][CH3:25])=[O:26].[CH3:29][CH2:30][OH:31].[Na+:28]>>[CH3:1][O:2][C:3]([CH:4]([NH:5][C:6]([c:7]1[c:8](-[c:15]2[cH:16][cH:17][cH:18][cH:19][cH:20]2)[cH:9][c:10]([CH2:13][OH:14])[cH:11][cH:12]1)=[O:21])[CH2:22][CH2:23][S:24][CH3:25])=[O:26].